This data is from the Open Reaction Database (ORD), a public repository of structured organic reaction records. The task is: describe an organic reaction: reactants, conditions, products, and yield Starting materials: COc1cccc(F)c1Br, O=C([O-])[O-], CO, [Cu], [K+], [K+], O=S1(=O)CCCCN1. Product: COc1cccc(F)c1N1CCCCS1(=O)=O. As a reaction SMILES: [Br:1][c:2]1[c:3]([F:10])[cH:4][cH:5][cH:6][c:7]1[O:8][CH3:9].[C:19](=[O:20])([O-:21])[O-:22].[CH3:25][OH:26].[Cu:27].[K+:23].[K+:24].[S:11]1(=[O:17])(=[O:18])[NH:12][CH2:13][CH2:14][CH2:15][CH2:16]1>>[c:2]1([N:12]2[S:11](=[O:17])(=[O:18])[CH2:16][CH2:15][CH2:14][CH2:13]2)[c:3]([F:10])[cH:4][cH:5][cH:6][c:7]1[O:8][CH3:9]. Reactants: CON1CCC(C#N)(O[Si](C)(C)C)CC1, Cl, [Na+], O, O=S(=O)([O-])O. The product is CON1CCC(O)(C#N)CC1. RXN SMILES: [CH3:1][O:2][N:3]1[CH2:4][CH2:5][C:6]([C:9]#[N:10])([O:11][Si:12]([CH3:13])([CH3:14])[CH3:15])[CH2:7][CH2:8]1.[ClH:16].[Na+:22].[OH2:23].[S:17]([O-:18])([OH:19])(=[O:20])=[O:21]>>[CH3:1][O:2][N:3]1[CH2:4][CH2:5][C:6]([C:9]#[N:10])([OH:11])[CH2:7][CH2:8]1. The reactants are COc1ccccc1-c1ccc(C(=O)OC(C)(C)C)c(NC(=O)c2cc(N3CCCCC3)ccc2OC(C)=O)c1, CCOC(C)=O, [Na+], C1COCCO1, [OH-], O=C(O)CC(O)(CC(=O)O)C(=O)O. The product is COc1ccccc1-c1ccc(C(=O)OC(C)(C)C)c(NC(=O)c2cc(N3CCCCC3)ccc2O)c1. Reaction SMILES: [C:9](=[O:10])([CH3:11])[O:12][c:13]1[c:14]([C:15](=[O:16])[NH:17][c:18]2[c:19]([C:20](=[O:21])[O:22][C:23]([CH3:24])([CH3:25])[CH3:26])[cH:27][cH:28][c:29](-[c:31]3[c:32]([O:37][CH3:38])[cH:33][cH:34][cH:35][cH:36]3)[cH:30]2)[cH:39][c:40]([N:43]2[CH2:44][CH2:45][CH2:46][CH2:47][CH2:48]2)[cH:41][cH:42]1.[CH3:62][CH2:63][O:64][C:65](=[O:66])[CH3:67].[Na+:8].[O:1]1[CH2:2][CH2:3][O:4][CH2:5][CH2:6]1.[OH-:7].[OH:49][C:50]([CH2:51][C:52]([C:53](=[O:54])[OH:55])([CH2:56][C:57](=[O:58])[OH:59])[OH:60])=[O:61]>>[OH:12][c:13]1[c:14]([C:15](=[O:16])[NH:17][c:18]2[c:19]([C:20](=[O:21])[O:22][C:23]([CH3:24])([CH3:25])[CH3:26])[cH:27][cH:28][c:29](-[c:31]3[c:32]([O:37][CH3:38])[cH:33][cH:34][cH:35][cH:36]3)[cH:30]2)[cH:39][c:40]([N:43]2[CH2:44][CH2:45][CH2:46][CH2:47][CH2:48]2)[cH:41][cH:42]1.